From a dataset of the Open Reaction Database (ORD), a public repository of structured organic reaction records. describe an organic reaction: reactants, conditions, products, and yield The reactants are ClC=1C=CC(=C(C1)N=C=S)C (5-chloro-2-methyl-phenyl isothiocyanate), CN1N=C(C=C1)N (1-methyl-3-aminopyrazole). Product: ClC=1C=CC(=C(C1)NC(=S)NC1=NN(C=C1)C)C (1-(5-Chloro-2-methyl-phenyl)-3-(1-methyl-1H-pyrazol-3-yl)-thiourea). The yield is 94.2%. Reaction SMILES: [Cl:1][C:2]1[CH:3]=[CH:4][C:5]([CH3:11])=[C:6]([N:8]=[C:9]=[S:10])[CH:7]=1.[CH3:12][N:13]1[CH:17]=[CH:16][C:15]([NH2:18])=[N:14]1>>[Cl:1][C:2]1[CH:3]=[CH:4][C:5]([CH3:11])=[C:6]([NH:8][C:9]([NH:18][C:15]2[CH:16]=[CH:17][N:13]([CH3:12])[N:14]=2)=[S:10])[CH:7]=1. Procedure details: Prepared using Method A from 4.73 g (27.5 mmol) of 5-chloro-2-methyl-phenyl isothiocyanate and 2.5 g (25.7 mmol) of 1-methyl-3-aminopyrazole to give 6.8 g of title compound as a white solid (95% yield, m.p. 217-218° C.) Starting materials: C(C)(C)(C)OC(NC1=C(C=C(C(=C1)N(C)CC(C)C)Cl)NC(CC(C1=CC(=CC=C1)N1N=NC=C1)=O)=O)=O ({4-chloro-5-(isobutyl-methyl-amino)-2-[3-oxo-3-(3-[1,2,3]triazol-1-yl-phenyl)-propionylamino]-phenyl}-carbamic acid tert-butyl ester), C(=O)(C(F)(F)F)O (TFA). The solvent is C(Cl)Cl (CH2Cl2). The product is ClC=1C(=CC2=C(NC(CC(=N2)C2=CC(=CC=C2)N2N=NC=C2)=O)C1)N(C)CC(C)C (8-Chloro-7-(isobutyl-methyl-amino)-4-(3-[1,2,3]triazol-1-yl-phenyl)-1,3-dihydro-benzo[b][1,4]diazepin-2-one), solid. Isolated yield 75.0%. RXN SMILES: C(OC(=O)[NH:7][C:8]1[CH:13]=[C:12]([N:14]([CH2:16][CH:17]([CH3:19])[CH3:18])[CH3:15])[C:11]([Cl:20])=[CH:10][C:9]=1[NH:21][C:22](=[O:37])[CH2:23][C:24](=O)[C:25]1[CH:30]=[CH:29][CH:28]=[C:27]([N:31]2[CH:35]=[CH:34][N:33]=[N:32]2)[CH:26]=1)(C)(C)C.C(O)(C(F)(F)F)=O>C(Cl)Cl>[Cl:20][C:11]1[C:12]([N:14]([CH2:16][CH:17]([CH3:19])[CH3:18])[CH3:15])=[CH:13][C:8]2[N:7]=[C:24]([C:25]3[CH:30]=[CH:29][CH:28]=[C:27]([N:31]4[CH:35]=[CH:34][N:33]=[N:32]4)[CH:26]=3)[CH2:23][C:22](=[O:37])[NH:21][C:9]=2[CH:10]=1. Procedure details: The title compound was prepared from {4-chloro-5-(isobutyl-methyl-amino)-2-[3-oxo-3-(3-[1,2,3]triazol-1-yl-phenyl)-propionylamino]-phenyl}-carbamic acid tert-butyl ester (Example M123) (0.17 g, 0.31 mmol) by treatment with TFA in CH2Cl2 according to the general procedure N. Obtained as a light yellow solid (100 mg, 75%). Starting materials: C(C)O/C=C/C=1C(=NC(=CC1)C=1C(=CC2=C(C(=C(O2)C2=CC=C(C=C2)F)C(NC)=O)C1)N(S(=O)(=O)C)C)C=1N(C2=CC=CC=C2C1C)C(=O)OC(C)(C)C ((E)-tert-butyl 2-(3-(2-ethoxyvinyl)-6-(2-(4-fluorophenyl)-3-(methylcarbamoyl)-6-(N-methylmethylsulfonamido)benzofuran-5-yl)pyridin-2-yl)-3-methyl-1H-indole-1-carboxylate), Cl (HCl). Solvent: O1CCOCC1 (1,4-Dioxane), O1CCOCC1 (dioxane). Yields the product FC1=CC=C(C=C1)C=1OC2=C(C1C(=O)NC)C=C(C(=C2)N(S(=O)(=O)C)C)C2=NC=1C=3N(C=CC1C=C2)C=2C=CC=CC2C3C (2-(4-fluorophenyl)-N-methyl-5-(12-methylindolo[1,2-h][1,7]naphthyridin-2-yl)-6-(N-methylmethylsulfonamido)benzofuran-3-carboxamide). Reaction SMILES: C(O/C=[CH:5]/[C:6]1[C:7]([C:38]2[N:39]([C:48](OC(C)(C)C)=O)[C:40]3[C:45]([C:46]=2[CH3:47])=[CH:44][CH:43]=[CH:42][CH:41]=3)=[N:8][C:9]([C:12]2[C:13]([N:32]([CH3:37])[S:33]([CH3:36])(=[O:35])=[O:34])=[CH:14][C:15]3[O:19][C:18]([C:20]4[CH:25]=[CH:24][C:23]([F:26])=[CH:22][CH:21]=4)=[C:17]([C:27](=[O:30])[NH:28][CH3:29])[C:16]=3[CH:31]=2)=[CH:10][CH:11]=1)C.Cl>O1CCOCC1>[F:26][C:23]1[CH:22]=[CH:21][C:20]([C:18]2[O:19][C:15]3[CH:14]=[C:13]([N:32]([CH3:37])[S:33]([CH3:36])(=[O:34])=[O:35])[C:12]([C:9]4[CH:10]=[CH:11][C:6]5[CH:5]=[CH:48][N:39]6[C:40]7[CH:41]=[CH:42][CH:43]=[CH:44][C:45]=7[C:46]([CH3:47])=[C:38]6[C:7]=5[N:8]=4)=[CH:31][C:16]=3[C:17]=2[C:27]([NH:28][CH3:29])=[O:30])=[CH:25][CH:24]=1. Conditions: time 45 minute. Reported procedure: To a solution of (E)-tert-butyl 2-(3-(2-ethoxyvinyl)-6-(2-(4-fluorophenyl)-3-(methylcarbamoyl)-6-(N-methylmethylsulfonamido)benzofuran-5-yl)pyridin-2-yl)-3-methyl-1H-indole-1-carboxylate (60 mg, 0.080 mmol) in 1,4-Dioxane (2 mL) was added 4 M HCl in dioxane (1 mL, 4.00 mmol). The resultant bright orange mixture was stirred at ambient temperature for 45 minutes then was heated at 60° C. for 1.75 h. The mixture was concentrated in vacuo, azeotroping from CH3CN, and the residue was diluted with sat... Run at temperature 82 celsius, time 20 hour. Product: ClCC(=O)N[C@H]1[C@@H](CCCC1)NC(CCl)=O (N,N'-bis(chloroacetyl)-trans-1,2-diaminocyclohexane), O=C1NC2CCCCC2NC(CNC2CCCCC2NC1)=O (3,14-dioxo-2,5,12,15-tetraazatricyclo[14.4.0.06,11 ]icosane). Procedure: N,N'-bis(chloroacetyl)-trans-1,2-diaminocyclohexane was prepared according to the procedure outlined by Saburi, M. and Yoshikawa, S., "Stereochemical studies of N-methyl-(S)-alaninatocobalt(III) complexes with chiral tetraamines. II. Cobalt(III)-N-methyl(S)- and (R)-alaninate-N,N'-bis(β-aminoethyl)-1(R), 2(R)-diaminocyclohexane systems," Bull. Chem. Soc. Jpn., 1974, 47, 1184-1189. Anhydrous sodium carbonate (250 g., 2.36 mol.) was added to a solution of 33.4 g. (125 mmol.) of N,N'-bis(chloroacet... The reactants are (R)-alaninate-N,N'-bis(β-aminoethyl)-1, C([O-])([O-])=O.[Na+].[Na+] (sodium carbonate), Cobalt(III)-N-methyl(S), ClCC(=O)N[C@H]1[C@@H](CCCC1)NC(CCl)=O (N,N'-bis(chloroacetyl)-trans-1,2-diaminocyclohexane), N[C@H]1[C@@H](CCCC1)N (trans-1,2diaminocyclohexane), C([O-])([O-])=O.[Na+].[Na+] (sodium carbonate), tetraamines, II, 2(R)-diaminocyclohexane. As a reaction SMILES: C(=O)([O-])[O-].[Na+].[Na+].[Cl:7][CH2:8][C:9]([NH:11][C@@H:12]1[CH2:17][CH2:16][CH2:15][CH2:14][C@H:13]1[NH:18][C:19](=[O:22])[CH2:20][Cl:21])=[O:10].[NH2:23][C@@H:24]1[CH2:29][CH2:28][CH2:27][CH2:26][C@H:25]1[NH2:30]>C(#N)C>[Cl:7][CH2:8][C:9]([NH:11][C@@H:12]1[CH2:17][CH2:16][CH2:15][CH2:14][C@H:13]1[NH:18][C:19](=[O:22])[CH2:20][Cl:21])=[O:10].[O:22]=[C:19]1[CH2:20][NH:30][CH:25]2[CH:24]([CH2:29][CH2:28][CH2:27][CH2:26]2)[NH:23][CH2:8][C:9](=[O:10])[NH:11][CH:12]2[CH:13]([CH2:14][CH2:15][CH2:16][CH2:17]2)[NH:18]1 |f:0.1.2|. Solvent: C(C)#N (acetonitrile). Starting materials: CCCCc1ccccc1C(=O)O, NC1CN2CCC1CC2, NC1CN2CCC1CC2. Yields the product CCCCc1ccccc1C(=O)NC1CN2CCC1CC2. Reaction SMILES: [CH2:1]([CH2:2][CH2:3][CH3:4])[c:5]1[c:6]([C:7](=[O:8])[OH:9])[cH:10][cH:11][cH:12][cH:13]1.[NH2:14][CH:15]1[CH2:16][N:17]2[CH2:18][CH2:19][CH:20]1[CH2:21][CH2:22]2.[NH2:23][CH:24]1[CH:25]2[CH2:26][CH2:27][N:28]([CH2:29][CH2:30]2)[CH2:31]1>>[CH2:1]([CH2:2][CH2:3][CH3:4])[c:5]1[c:6]([C:7](=[O:9])[NH:14][CH:15]2[CH2:16][N:17]3[CH2:18][CH2:19][CH:20]2[CH2:21][CH2:22]3)[cH:10][cH:11][cH:12][cH:13]1. The reactants are C1COCCOCCOCCOCCOCCO1 (18-crown-6), N1=CC=CC2=CC=CC=C12 (quinoline), [F-].[K+] (KF), ClC1=CC=C(C=O)C=C1 (4-chlorobenzaldehyde), FC(S(=O)(=O)OC1=C(C=C(C(=C1)C)C)[Si](C)(C)C)(F)F (4,5-dimethyl-2-(trimethylsilyl)phenyl trifluoromethanesulfonate), Pet. ether EtOAc. The solvent is C1CCOC1 (THF). Product: ClC1=CC=C(C=C1)C1C2=C(N3C(C=CC4=CC=CC=C34)O1)C=C(C(=C2)C)C (5-(4-chlorophenyl)-2,3-dimethyl-5H,6aH-benzo[4,5][1,3]oxazino[3,2-a]quinoline). Yield: 65.0%. As a reaction SMILES: [N:1]1[C:10]2[C:5](=[CH:6][CH:7]=[CH:8][CH:9]=2)[CH:4]=[CH:3][CH:2]=1.[Cl:11][C:12]1[CH:19]=[CH:18][C:15]([CH:16]=[O:17])=[CH:14][CH:13]=1.FC(F)(F)S(O[C:26]1[CH:31]=[C:30]([CH3:32])[C:29]([CH3:33])=[CH:28][C:27]=1[Si](C)(C)C)(=O)=O.[F-].[K+].C1OCCOCCOCCOCCOCCOC1>C1COCC1>[Cl:11][C:12]1[CH:19]=[CH:18][C:15]([CH:16]2[O:17][CH:2]3[CH:3]=[CH:4][C:5]4[C:10]([N:1]3[C:27]3[CH:28]=[C:29]([CH3:33])[C:30]([CH3:32])=[CH:31][C:26]2=3)=[CH:9][CH:8]=[CH:7][CH:6]=4)=[CH:14][CH:13]=1 |f:3.4|. Procedure: Following the general procedure, treatment of quinoline (0.064 g, 59 μL, 0.50 mmol) and 4-chlorobenzaldehyde (0.105 g, 0.75 mmol) with 4,5-dimethyl-2-(trimethylsilyl)phenyl trifluoromethanesulfonate (0.196 g, 0.60 mmol) in the presence of KF (0.070 g, 1.2 mmol) and 18-crown-6 (0.317 g, 1.2 mmol) in THF (2.0 mL) at −10° C. to room temperature for 12 hrs followed by flash column chromatography (Pet. ether/EtOAc=70/20) of the crude reaction mixture afforded 5-(4-chlorophenyl)-2,3-dimethyl-5H,6aH-be... Starting materials: Clc1cccc(I)c1CBr, CCO, N#C[K], O. The product is N#CCc1c(Cl)cccc1I. Reaction SMILES: [Br:1][CH2:2][c:3]1[c:4]([Cl:10])[cH:5][cH:6][cH:7][c:8]1[I:9].[CH3:14][CH2:15][OH:16].[K:11][C:12]#[N:13].[OH2:17]>>[CH2:2]([c:3]1[c:4]([Cl:10])[cH:5][cH:6][cH:7][c:8]1[I:9])[C:12]#[N:13]. Starting materials: O=C1CCc2ccccc2C1Cc1ccc([N+](=O)[O-])c(OCc2ccccc2)c1, CC(=O)[O-], CCO, Cl, NO, [Na+], O. The product is O=[N+]([O-])c1ccc(CC2C(=NO)CCc3ccccc32)cc1OCc1ccccc1. RXN SMILES: [CH2:1]([c:2]1[cH:3][cH:4][cH:5][cH:6][cH:7]1)[O:8][c:9]1[cH:10][c:11]([CH2:12][CH:13]2[C:14](=[O:23])[CH2:15][CH2:16][c:17]3[cH:18][cH:19][cH:20][cH:21][c:22]32)[cH:24][cH:25][c:26]1[N+:27](=[O:28])[O-:29].[CH3:34][C:35](=[O:36])[O-:37].[CH3:38][CH2:39][OH:40].[ClH:30].[NH2:31][OH:32].[Na+:33].[OH2:41]>>[CH2:1]([c:2]1[cH:3][cH:4][cH:5][cH:6][cH:7]1)[O:8][c:9]1[cH:10][c:11]([CH2:12][CH:13]2[C:14](=[N:31][OH:32])[CH2:15][CH2:16][c:17]3[cH:18][cH:19][cH:20][cH:21][c:22]32)[cH:24][cH:25][c:26]1[N+:27](=[O:28])[O-:29]. Starting materials: C(C)(C)(C)OC(N(C=1C=NC=CC1I)CC1CC1)=O (cyclopropylmethyl-(4-iodo-pyridin-3-yl)-carbamic acid tert-butyl ester), ClC1=C(C=CC=C1)B(O)O (2-chlorophenylboronic acid). Solvent: CCCCCCC.CCOC(=O)C (n-heptane EtOAc). The product is C(C)(C)(C)OC(N(CC1CC1)C=1C=NC=CC1C1=C(C=CC=C1)Cl)=O ([4-(2-Chloro-phenyl)-pyridin-3-yl]-cyclopropylmethyl-carbamic acid tert-butyl ester). Reaction SMILES: [C:1]([O:5][C:6](=[O:19])[N:7]([CH2:15][CH:16]1[CH2:18][CH2:17]1)[C:8]1[CH:9]=[N:10][CH:11]=[CH:12][C:13]=1I)([CH3:4])([CH3:3])[CH3:2].[Cl:20][C:21]1[CH:26]=[CH:25][CH:24]=[CH:23][C:22]=1B(O)O>CCCCCCC.CCOC(C)=O>[C:1]([O:5][C:6](=[O:19])[N:7]([C:8]1[CH:9]=[N:10][CH:11]=[CH:12][C:13]=1[C:22]1[CH:23]=[CH:24][CH:25]=[CH:26][C:21]=1[Cl:20])[CH2:15][CH:16]1[CH2:18][CH2:17]1)([CH3:4])([CH3:3])[CH3:2] |f:2.3|. Procedure: The title compound was prepared in analogy to example 72, from cyclopropylmethyl-(4-iodo-pyridin-3-yl)-carbamic acid tert-butyl ester and 2-chlorophenylboronic acid (CAS RN 1679-18-1) and using a gradient of n-heptane:EtOAc (100:0 to 30:70) for the chromatographic purification. Light yellow oil (85%). MS (ESI): m/z=359.152 [M+H]+. Starting materials: BrC1C(NC2=C(CC1)C=CC=C2)=O (3-Bromo-2,3,4,5-tetrahydro-1H-[1]-benzazepin-2-one), [OH-].[K+] (potassium hydroxide), BrCC(=O)OCC (ethyl bromoacetate). Reagents/catalysts: [Br-].C(CCC)[N+](CCCC)(CCCC)CCCC (tetrabutylammonium bromide). Run in O1CCCC1 (tetrahydrofuran). Conditions: time 5 minute. Product: BrC1C(N(C2=C(CC1)C=CC=C2)CC(=O)OCC)=O (3-bromo-1-ethoxycarbonylmethyl-2,3,4,5-tetrahydro-1H-[1]-benzazepin-2-one). RXN SMILES: [Br:1][CH:2]1[CH2:8][CH2:7][C:6]2[CH:9]=[CH:10][CH:11]=[CH:12][C:5]=2[NH:4][C:3]1=[O:13].[OH-].[K+].Br[CH2:17][C:18]([O:20][CH2:21][CH3:22])=[O:19]>[Br-].C([N+](CCCC)(CCCC)CCCC)CCC.O1CCCC1>[Br:1][CH:2]1[CH2:8][CH2:7][C:6]2[CH:9]=[CH:10][CH:11]=[CH:12][C:5]=2[N:4]([CH2:17][C:18]([O:20][CH2:21][CH3:22])=[O:19])[C:3]1=[O:13] |f:1.2,4.5|. Procedure details: 3-Bromo-2,3,4,5-tetrahydro-1H-[1]-benzazepin-2-one (300 mg) was added in one portion to a stirred suspension of potassium hydroxide (90 mg) and tetrabutylammonium bromide (40 mg) in tetrahydrofuran (10 ml) maintained at 0° under a nitrogen atmosphere. Stirring was continued for 5 minutes, then ethyl bromoacetate (200 mg) was added in one portion. The reaction mixture was allowed to warm to room temperature while stirring for an additional 3 hours. The tetrahydrofuran was removed under reduced pr...